Task: describe an organic reaction: reactants, conditions, products, and yield. Dataset: the Open Reaction Database (ORD), a public repository of structured organic reaction records As a reaction SMILES: [CH3:32][C:33]#[N:34].[Cl:1][c:2]1[c:3](-[c:19]2[c:20]([F:27])[cH:21][c:22]([F:26])[cH:23][c:24]2[F:25])[c:4]([NH:12][CH:13]([CH3:14])[C:15]([F:16])([F:17])[F:18])[n:5][c:6]([S:8]([CH3:9])(=[O:10])=[O:11])[n:7]1.[N-:29]=[N+:30]=[N-:31].[Na+:28]>>[Cl:1][c:2]1[c:3](-[c:19]2[c:20]([F:27])[cH:21][c:22]([F:26])[cH:23][c:24]2[F:25])[c:4]([NH:12][CH:13]([CH3:14])[C:15]([F:16])([F:17])[F:18])[n:5][c:6]([N:29]=[N+:30]=[N-:31])[n:7]1. The reactants are CC#N, CC(Nc1nc(S(C)(=O)=O)nc(Cl)c1-c1c(F)cc(F)cc1F)C(F)(F)F, [N-]=[N+]=[N-], [Na+]. The product is CC(Nc1nc(N=[N+]=[N-])nc(Cl)c1-c1c(F)cc(F)cc1F)C(F)(F)F.